Dataset: the Open Reaction Database (ORD), a public repository of structured organic reaction records. Task: describe an organic reaction: reactants, conditions, products, and yield The reactants are CC(C)N1CCCC2=CC(=CC=C12)/C(=C/C=O)/C ((E)-3-[1-(1-methylethyl)-1,2,3,4-tetrahydroquinolin-6-yl]-2-butenal), [Na] (sodium), C[O-].[Na+] (sodium methoxide), CCOC(=O)/C=C(\C)/CP(=O)(OCC)OCC (triethyl 3-methyl-4-phosphonocrotonate), [Cl-].[NH4+] (ammonium chloride). Run in CO (methanol). Run at time 30 minute. Product: CC(C)N1CCCC2=CC(=CC=C12)/C(=C/C=C/C(=C/C(=O)OC)/C)/C (Methyl (E,E,E)-7-[1-(1-methylethyl)-1,2,3,4-tetrahydroquinolin-6-yl]-3-methyl-octa-2,4,6-trienoate). Yield: 59.3%. As a reaction SMILES: [Na].C[O-].[Na+].C[CH2:6][O:7][C:8](/[CH:10]=[C:11](/[CH2:13]P(OCC)(OCC)=O)\[CH3:12])=[O:9].[CH3:22][CH:23]([N:25]1[C:34]2[C:29](=[CH:30][C:31](/[C:35](/[CH3:39])=[CH:36]/[CH:37]=O)=[CH:32][CH:33]=2)[CH2:28][CH2:27][CH2:26]1)[CH3:24].[Cl-].[NH4+]>CO>[CH3:24][CH:23]([N:25]1[C:34]2[C:29](=[CH:30][C:31](/[C:35](/[CH3:39])=[CH:36]/[CH:37]=[CH:13]/[C:11](/[CH3:12])=[CH:10]/[C:8]([O:7][CH3:6])=[O:9])=[CH:32][CH:33]=2)[CH2:28][CH2:27][CH2:26]1)[CH3:22] |f:1.2,5.6,^1:0|. Reported procedure: 56 mg (2.46 mmol) of metallic sodium was added to methanol to prepare a methanolic solution of sodium methoxide. This solution was concentrated in a vacuum and suspended in N,N-dimethylformamide, followed by the addition of 560 mg (2.14 mmol) of triethyl 3-methyl-4-phosphonocrotonate under cooling with ice. After 30 minutes, 400 mg (1.64 mmol) of (E)-3-[1-(1-methylethyl)-1,2,3,4-tetrahydroquinolin-6-yl]-2-butenal was added to the mixture obtained above. The mixture thus obtained was stirred for ... Starting materials: C(C=CC1=CC=CC=C1)=CC(=O)O (cinnamylideneacetic acid), C(Cl)C1CO1 (epichlorohydrin). The solvent is O (water). Procedure: To 9.0 g of cinnamylideneacetic acid (manufactured by Lancaster) were added 3.5 g of tetraethylammonium bromide (manufactured by Wako Pure Chemical) and 100 ml of epichlorohydrin (manufactured by Wako Pure Chemical), the mixture was heated to reflux at 110° C. for 3 hours, 50 ml of distilled water was added thereto and an organic layer was separated and concentrated in vacuo at 80° C. to give 17.3 g of glycidyl cinnamylideneacetate. An epoxy equivalent of this glycidyl cinnamylideneacetate was 4... The product is C(C=CC1=CC=CC=C1)=CC(=O)OCC1CO1 (glycidyl cinnamylideneacetate). RXN SMILES: [CH:1](=[CH:10][C:11]([OH:13])=[O:12])[CH:2]=[CH:3][C:4]1[CH:9]=[CH:8][CH:7]=[CH:6][CH:5]=1.[CH2:14]([CH:16]1[O:18][CH2:17]1)Cl>[Br-].C([N+](CC)(CC)CC)C.O>[CH:1](=[CH:10][C:11]([O:13][CH2:14][CH:16]1[O:18][CH2:17]1)=[O:12])[CH:2]=[CH:3][C:4]1[CH:5]=[CH:6][CH:7]=[CH:8][CH:9]=1 |f:2.3|. Conditions: temperature 110 celsius. The reagents and catalysts are [Br-].C(C)[N+](CC)(CC)CC (tetraethylammonium bromide). Reactants: CC1=NC2=CC=C(C=C2C=C1)N (2-methylquinolin-6-amine), O.O.[Sn](Cl)Cl (Tin(II) chloride dihydrate), CC(C(CC#N)=O)(C)C (4,4-dimethyl-3-oxopentanenitrile), N(=O)[O-].[Na+] (sodium nitrite). Solvent: Cl (HCl), CCOCC (ether), Cl (HCl), C(C)O (Ethanol), O (H2O). Reaction conditions: temperature 0 celsius, time 1 hour. Yields the product C(C)(C)(C)C1=NN(C(=C1)N)C=1C=C2C=CC(=NC2=CC1)C (3-tert-butyl-1-(2-methylquinolin-6-yl)-1H-pyrazol-5-amine). The yield is 24.2%. RXN SMILES: [N:1]([O-])=O.[Na+].[CH3:5][C:6]1[CH:15]=[CH:14][C:13]2[C:8](=[CH:9][CH:10]=[C:11]([NH2:16])[CH:12]=2)[N:7]=1.O.O.[Sn](Cl)Cl.[CH3:22][C:23]([CH3:30])([CH3:29])[C:24](=O)[CH2:25][C:26]#[N:27]>O.Cl.CCOCC.C(O)C>[C:23]([C:24]1[CH:25]=[C:26]([NH2:27])[N:16]([C:11]2[CH:12]=[C:13]3[C:8](=[CH:9][CH:10]=2)[N:7]=[C:6]([CH3:5])[CH:15]=[CH:14]3)[N:1]=1)([CH3:30])([CH3:29])[CH3:22] |f:0.1,3.4.5|. Reported procedure: A solution of sodium nitrite (502 mg, 7.27 mmol) in H2O (8 ml) was added dropwise to a well-stirred 0° C. mixture of 2-methylquinolin-6-amine (1.00 g, 6.32 mmol) in conc. HCl (10 ml). The resulting mixture was stirred at 0° C. for 1 h. Tin(II) chloride dihydrate (6.13 g, 27.2 mmol) in conc. HCl (8 ml) was added and stirring was continued at 0° C. for 1 h and then RT for 2 h. Ethanol (60 ml) and 4,4-dimethyl-3-oxopentanenitrile (1.03 g, 8.22 mmol) were added and the mixture was heated at reflux o...